Dataset: the Open Reaction Database (ORD), a public repository of structured organic reaction records. Task: describe an organic reaction: reactants, conditions, products, and yield Reactants: FC(C(=O)O)(F)F (trifluoroacetic acid), C(C)(C)(C)OC(=O)N(C(OC(C)(C)C)=O)C1=NC=C(N=C1C=1OC(=NN1)C1=CC=CC=C1)Br (tert-butyl N-tert butoxycarbonyl-5-bromo-3-(5-phenyl-1,3,4-oxadiazol-2-yl)pyrazin-2-ylcarbamate), N1CC(C1)NC(OC(C)(C)C)=O (tert-butyl N-(azetidin-3-yl)carbamate), CCN(C(C)C)C(C)C (DIPEA). Run in ClCCl (dichloromethane), CN(C)C=O (DMF), ClCCl (dichloromethane), C(C)OC(C)=O (ethylacetate). Run at temperature 90 celsius, time 1 hour. Product: NC1CN(C1)C=1N=C(C(=NC1)N)C=1OC(=NN1)C1=CC=CC=C1 (5-(3-aminoazetidin-1-yl)-3-(5-phenyl-1,3,4-oxadiazol-2-yl)pyrazin-2-amine). Reaction SMILES: C(OC([N:8]([C:16]1[C:21]([C:22]2[O:23][C:24]([C:27]3[CH:32]=[CH:31][CH:30]=[CH:29][CH:28]=3)=[N:25][N:26]=2)=[N:20][C:19](Br)=[CH:18][N:17]=1)C(=O)OC(C)(C)C)=O)(C)(C)C.[NH:34]1[CH2:37][CH:36]([NH:38]C(=O)OC(C)(C)C)[CH2:35]1.CCN(C(C)C)C(C)C.FC(F)(F)C(O)=O>CN(C=O)C.C(OC(=O)C)C.ClCCl>[NH2:38][CH:36]1[CH2:37][N:34]([C:19]2[N:20]=[C:21]([C:22]3[O:23][C:24]([C:27]4[CH:28]=[CH:29][CH:30]=[CH:31][CH:32]=4)=[N:25][N:26]=3)[C:16]([NH2:8])=[N:17][CH:18]=2)[CH2:35]1. Reported procedure: A mixture of tert-butyl N-tert butoxycarbonyl-5-bromo-3-(5-phenyl-1,3,4-oxadiazol-2-yl)pyrazin-2-ylcarbamate (200 mg, 0.3858 mmol) and tert-butyl N-(azetidin-3-yl)carbamate (66.44 mg, 0.3858 mmol) and DIPEA (99.72 mg, 134.4 μL, 0.7716 mmol) in DMF (5 mL) was heated at 90° C. After this time, the reaction mixture was cooled to room temperature and diluted with ethylacetate (5 mL), washed with water (5 mL) and concentrated in vacuo to leave a solid. The solid was dissolved in dichloromethane (10 m... As a reaction SMILES: [C:1]([O:5][C:6]([N:8]1[CH2:16][C:15]2[C:10](=[CH:11][C:12](I)=[C:13]([Cl:17])[CH:14]=2)[CH2:9]1)=[O:7])([CH3:4])([CH3:3])[CH3:2].[NH:19]1[CH2:24][CH2:23][O:22][CH2:21][CH2:20]1>>[C:1]([O:5][C:6]([N:8]1[CH2:16][C:15]2[C:10](=[CH:11][C:12]([N:19]3[CH2:24][CH2:23][O:22][CH2:21][CH2:20]3)=[C:13]([Cl:17])[CH:14]=2)[CH2:9]1)=[O:7])([CH3:4])([CH3:3])[CH3:2]. Starting materials: C(C)(C)(C)OC(=O)N1CC2=CC(=C(C=C2C1)Cl)I (5-chloro-6-iodo-1,3-dihydro-isoindole-2-carboxylic acid tert-butyl ester), {35Cl}M H+, N1CCOCC1 (morpholine), {37Cl}M H+. The product is C(C)(C)(C)OC(=O)N1CC2=CC(=C(C=C2C1)Cl)N1CCOCC1 (5-Chloro-6-morpholin-4-yl-1,3-dihydro-isoindole-2-carboxylic acid tert-butyl ester). Procedure details: Prepared in analogy to Example A3(d) from 5-chloro-6-iodo-1,3-dihydro-isoindole-2-carboxylic acid tert-butyl ester (Example A3(c)) and morpholine. Yellow solid. MS (m/e): 341.3 ({37Cl}M+H+, 20%), 339.1 ({35Cl}M+H+, 100%).